Dataset: the Open Reaction Database (ORD), a public repository of structured organic reaction records. Task: describe an organic reaction: reactants, conditions, products, and yield Reactants: FC1=CC=C(C(=O)NC2=C(C(=O)OC(C)(C)C)C=CC(=C2)\C=C\C2=CC(=CC=C2)OC)C=C1 (tert-butyl 2-(4-fluorobenzamido)-4-((E)-2-(3-methoxyphenyl)vinyl)benzoate). Run in FC(C(=O)O)(F)F (trifluoroacetic acid). Conditions: time 2 hour. The product is FC1=CC=C(C(=O)NC2=C(C(=O)O)C=CC(=C2)\C=C\C2=CC(=CC=C2)OC)C=C1 (2-(4-fluorobenzamido)-4-((E)-2-(3-methoxyphenyl)vinyl)benzoic acid). RXN SMILES: [F:1][C:2]1[CH:33]=[CH:32][C:5]([C:6]([NH:8][C:9]2[CH:21]=[C:20](/[CH:22]=[CH:23]/[C:24]3[CH:29]=[CH:28][CH:27]=[C:26]([O:30][CH3:31])[CH:25]=3)[CH:19]=[CH:18][C:10]=2[C:11]([O:13]C(C)(C)C)=[O:12])=[O:7])=[CH:4][CH:3]=1>FC(F)(F)C(O)=O>[F:1][C:2]1[CH:3]=[CH:4][C:5]([C:6]([NH:8][C:9]2[CH:21]=[C:20](/[CH:22]=[CH:23]/[C:24]3[CH:29]=[CH:28][CH:27]=[C:26]([O:30][CH3:31])[CH:25]=3)[CH:19]=[CH:18][C:10]=2[C:11]([OH:13])=[O:12])=[O:7])=[CH:32][CH:33]=1. Procedure details: 10 mL of trifluoroacetic acid was added to the obtained tert-butyl 2-(4-fluorobenzamido)-4-((E)-2-(3-methoxyphenyl)vinyl)benzoate and stirred at room temperature for 2 hours. The solvent was evaporated under reduced pressure and diisopropyl ether was added to the obtained residue and a solid substance was separated by filtration to obtain 45 mg of 2-(4-fluorobenzamido)-4-((E)-2-(3-methoxyphenyl)vinyl)benzoic acid as white solid.